Dataset: the Open Reaction Database (ORD), a public repository of structured organic reaction records. Task: describe an organic reaction: reactants, conditions, products, and yield The reactants are O=C1CCC(=O)N1Br, ClCCl, c1ccc(P(c2ccccc2)c2ccccc2)cc1, OCCCc1ccc2ccccc2c1. Yields the product BrCCCc1ccc2ccccc2c1. RXN SMILES: [Br:34][N:35]1[C:36](=[O:37])[CH2:38][CH2:39][C:40]1=[O:41].[CH2:42]([Cl:43])[Cl:44].[c:15]1([P:16]([c:17]2[cH:18][cH:19][cH:20][cH:21][cH:22]2)[c:23]2[cH:24][cH:25][cH:26][cH:27][cH:28]2)[cH:29][cH:30][cH:31][cH:32][cH:33]1.[cH:1]1[c:2]([CH2:11][CH2:12][CH2:13][OH:14])[cH:3][cH:4][c:5]2[cH:6][cH:7][cH:8][cH:9][c:10]12>>[cH:1]1[c:2]([CH2:11][CH2:12][CH2:13][Br:34])[cH:3][cH:4][c:5]2[cH:6][cH:7][cH:8][cH:9][c:10]12. Reactants: NCC1=NOC(=N1)C=1N=CN2C1CN(C(C1=C2C=CC=C1Cl)=O)C (3-(3-aminomethyl-1,2,4-oxadiazol-5-yl)-7-chloro-5,6-dihydro-5-methyl-4H-imidazo[1,5-a][1,4]benzodiazepin-6-one), C(C)N(C(C)C)C(C)C (N-ethyldiisopropylamine), C(C=C)Br (allyl bromide). The solvent is CN(C=O)C (N,N-dimethylformamide). Yields the product C(C=C)N(CC=C)CC1=NOC(=N1)C=1N=CN2C1CN(C(C1=C2C=CC=C1Cl)=O)C (3-(3-diallylaminomethyl-1,2,4-oxadiazol-5-yl)-7-chloro-5,6-dihydro-5-methyl-4H-imidazo[1,5-a]-[1,4]benzodiazepin-6-one). The yield is 75.9%. RXN SMILES: [NH2:1][CH2:2][C:3]1[N:7]=[C:6]([C:8]2[N:9]=[CH:10][N:11]3[C:17]4[CH:18]=[CH:19][CH:20]=[C:21]([Cl:22])[C:16]=4[C:15](=[O:23])[N:14]([CH3:24])[CH2:13][C:12]=23)[O:5][N:4]=1.C(N(C(C)C)[CH:28]([CH3:30])[CH3:29])C.[CH2:34](Br)[CH:35]=[CH2:36]>CN(C)C=O>[CH2:30]([N:1]([CH2:2][C:3]1[N:7]=[C:6]([C:8]2[N:9]=[CH:10][N:11]3[C:17]4[CH:18]=[CH:19][CH:20]=[C:21]([Cl:22])[C:16]=4[C:15](=[O:23])[N:14]([CH3:24])[CH2:13][C:12]=23)[O:5][N:4]=1)[CH2:36][CH:35]=[CH2:34])[CH:28]=[CH2:29]. Procedure details: 5.17 g (15 mmol) of crude 3-(3-aminomethyl-1,2,4-oxadiazol-5-yl)-7-chloro-5,6-dihydro-5-methyl-4H-imidazo[1,5-a][1,4]benzodiazepin-6-one, 45 ml of N,N-dimethylformamide, 6.5 ml (37.5 mmol) of N-ethyldiisopropylamine and 3.63 g (30 mmol) of allyl bromide were stirred at room temperature for 1 hour. The reaction solution was evaporated and the residue was chromatographed on 250 g of silica gel while eluting with ethyl acetate. The uniform fractions having the larger Rf value were evaporated. There...